This data is from the Open Reaction Database (ORD), a public repository of structured organic reaction records. The task is: describe an organic reaction: reactants, conditions, products, and yield Starting materials: [BH4-], CC(=O)c1cnccn1, CCO, Cl, [Na+], O. The product is CC(O)c1cnccn1. RXN SMILES: [BH4-:1].[C:3]([CH3:4])(=[O:5])[c:6]1[n:7][cH:8][cH:9][n:10][cH:11]1.[CH3:14][CH2:15][OH:16].[ClH:13].[Na+:2].[OH2:12]>>[CH:3]([CH3:4])([OH:5])[c:6]1[n:7][cH:8][cH:9][n:10][cH:11]1. Starting materials: BrC1=CNC2=NC=CC=C21 (3-bromo-1H-pyrrolo[2,3-b]pyridine), [H-].[Na+] (NaH), BrCC1=CC=CC=C1 ((bromomethyl)benzene). The solvent is CN(C=O)C (N,N-dimethylformamide). Conditions: time 50 minute. Product: C(C1=CC=CC=C1)N1C=C(C=2C1=NC=CC2)Br (1-benzyl-3-bromo-1H-pyrrolo[2,3-b]pyridine). As a reaction SMILES: [Br:1][C:2]1[C:10]2[C:5](=[N:6][CH:7]=[CH:8][CH:9]=2)[NH:4][CH:3]=1.[H-].[Na+].Br[CH2:14][C:15]1[CH:20]=[CH:19][CH:18]=[CH:17][CH:16]=1>CN(C)C=O>[CH2:14]([N:4]1[C:5]2=[N:6][CH:7]=[CH:8][CH:9]=[C:10]2[C:2]([Br:1])=[CH:3]1)[C:15]1[CH:20]=[CH:19][CH:18]=[CH:17][CH:16]=1 |f:1.2|. Procedure: To a solution of 3-bromo-1H-pyrrolo[2,3-b]pyridine (500 mg) in N,N-dimethylformamide (10 mL) was added NaH (70 mg). The mixture was stirred for 50 minutes, and (bromomethyl)benzene (0.290 mL) was added dropwise. The reaction was stirred for 48 hours and quenched by the addition of water and ethyl acetate. The layers were separated, and the organic layer was washed with brine, dried with Na2SO4, filtered and concentrated. The residue was purified by silica gel chromatography, eluting with 2:1 hex... Starting materials: [BH4-], CCO, CN(C)C(=O)Sc1ccc2ccc(C=O)nc2c1, ClC(Cl)Cl, [Na+]. Product: CN(C)C(=O)Sc1ccc2ccc(CO)nc2c1. Reaction SMILES: [BH4-:1].[CH3:21][CH2:22][OH:23].[CH3:3][N:4]([C:5]([S:6][c:7]1[cH:8][cH:9][c:10]2[cH:11][cH:12][c:13]([CH:17]=[O:18])[n:14][c:15]2[cH:16]1)=[O:19])[CH3:20].[CH:24]([Cl:25])([Cl:26])[Cl:27].[Na+:2]>>[CH3:3][N:4]([C:5]([S:6][c:7]1[cH:8][cH:9][c:10]2[cH:11][cH:12][c:13]([CH2:17][OH:18])[n:14][c:15]2[cH:16]1)=[O:19])[CH3:20]. Reactants: C([O-])([O-])=O.[K+].[K+] (Potassium carbonate), [I-].[Na+] (sodium iodide), C1(=CC=CC=C1)CN(C1=NC=2C=CC=CC2C2=C1N=C(N2)CCCCl)CC2=CC=CC=C2 (N,N-bis(phenylmethyl)-2-(3-chloropropyl)-1H-imidazo[4,5-c]quinolin-4-amine), CC(=O)C (acetone). The product is C1(=CC=CC=C1)CN(C=1C=CC=C2C3=C(C=NC12)N=C1N3CCC1)CC1=CC=CC=C1 (N,N-bis(phenylmethyl)-9,10-dihydro-8H-pyrrolo[1',2':1,2]imidazo[4,5-c]quinolin-4-amine). Reaction SMILES: C(=O)([O-])[O-].[K+].[K+].[I-].[Na+].C1(CN(CC2C=CC=CC=2)[C:17]2[C:26]3[N:27]=[C:28]([CH2:30][CH2:31][CH2:32]Cl)[NH:29][C:25]=3[C:24]3[CH:23]=[CH:22][CH:21]=[CH:20][C:19]=3[N:18]=2)C=CC=CC=1.[CH3:41][C:42]([CH3:44])=O>>[C:42]1([CH2:44][N:29]([CH2:25][C:24]2[CH:23]=[CH:22][CH:21]=[CH:20][CH:19]=2)[C:20]2[CH:21]=[CH:22][CH:23]=[C:24]3[C:19]=2[N:18]=[CH:17][C:26]2[N:27]=[C:28]4[CH2:30][CH2:31][CH2:32][N:29]4[C:25]3=2)[CH:32]=[CH:31][CH:30]=[CH:28][CH:41]=1 |f:0.1.2,3.4|. Procedure details: Potassium carbonate (10X excess) and sodium iodide (5X excess) were added to a solution of N,N-bis(phenylmethyl)-2-(3-chloropropyl)-1H-imidazo[4,5-c]quinolin-4-amine (0.8 g, 1.8 mmole) in acetone. The reaction was heated at reflux for 2 hours, filtered and then concentrated under vacuum. The residue was partitioned between methylene chloride and water. The methylene chloride layer was separated, dried over magnesium sulfate and then concentrated under vacuum. The residue was purified by column c... The reactants are ( 60/40 ), 5-hydroxy, C(N)(=O)C=1SC2=C(N1)C=CC=C2OC (2-carbamoyl-7-methoxybenzothiazole), Cl (HCl), 5- and 7-hydroxybenzothiazoles, glycidyl ethers. The solvent is N1=CC=CC=C1 (pyridine). Product: OC1=CC=CC=2N=CSC21 (7-Hydroxybenzothiazole). As a reaction SMILES: C([C:4]1[S:5][C:6]2[C:12]([O:13]C)=[CH:11][CH:10]=[CH:9][C:7]=2[N:8]=1)(=O)N.Cl>N1C=CC=CC=1>[OH:13][C:12]1[C:6]2[S:5][CH:4]=[N:8][C:7]=2[CH:9]=[CH:10][CH:11]=1. Procedure: The title compound was prepared as a mixture (60/40) with the 5-hydroxy isomer in the deprotection of 2-carbamoyl-7-methoxybenzothiazole (obtained in Preparation 4 below) with pyridine.HCl, according to the method described in Preparation 1. The mixture of the 5- and 7-hydroxybenzothiazoles was used directly in the preparation of the isomeric glycidyl ethers which were readily separable by chromatography on silica (2% CH3CN/CH2Cl2). Starting materials: OC(C(=O)OCC)(C)C1=CC2=CC=C(C=C2C=C1)OC (Ethyl 2-hydroxy-2-(6-methoxynaphth-2-yl)propionate), resin, C(C)(=O)OC(C)=O (acetic anhydride). The solvent is C(C)(=O)O (acetic acid). The product is COC=1C=C2C=CC(=CC2=CC1)C(C(=O)OCC)=C (Ethyl 2-(6-methoxynaphth-2-yl)acrylate). Yield: 64.0%. RXN SMILES: O[C:2]([C:9]1[CH:18]=[CH:17][C:16]2[C:11](=[CH:12][CH:13]=[C:14]([O:19][CH3:20])[CH:15]=2)[CH:10]=1)([CH3:8])[C:3]([O:5][CH2:6][CH3:7])=[O:4].C(OC(=O)C)(=O)C>C(O)(=O)C>[CH3:20][O:19][C:14]1[CH:15]=[C:16]2[C:11](=[CH:12][CH:13]=1)[CH:10]=[C:9]([C:2](=[CH2:8])[C:3]([O:5][CH2:6][CH3:7])=[O:4])[CH:18]=[CH:17]2. Procedure details: Ethyl 2-hydroxy-2-(6-methoxynaphth-2-yl)propionate (5,0 g, 18,2 mmol), Dowex HCR-W2 strong acid exchange resin (0,50 g) and acetic anhydride (4,09 g, 40,1 mmol) were added to acetic acid (100 g) and refluxed for 7 hours, cooled and the resin was removed by filtration. Ethyl 2-(6-methoxynaphth-2-yl)acrylate was produced in 64,6% yield and could be used without purification. Starting materials: BrB(Br)Br, COc1ccc(Br)c2c1C(C)(C)CC(O)(C(F)(F)F)C2Nc1cccc2[nH]ncc12, O=C([O-])O, CCOC(C)=O, [Na+]. Yields the product CC1(C)CC(O)(C(F)(F)F)C(Nc2cccc3[nH]ncc23)c2c(Br)ccc(O)c21. As a reaction SMILES: [B:31]([Br:32])([Br:33])[Br:34].[Br:1][c:2]1[cH:3][cH:4][c:5]([O:29][CH3:30])[c:6]2[c:11]1[CH:10]([NH:12][c:13]1[c:14]3[cH:15][n:16][nH:17][c:18]3[cH:19][cH:20][cH:21]1)[C:9]([OH:22])([C:23]([F:24])([F:25])[F:26])[CH2:8][C:7]2([CH3:27])[CH3:28].[C:35](=[O:36])([OH:37])[O-:38].[CH3:40][CH2:41][O:42][C:43](=[O:44])[CH3:45].[Na+:39]>>[Br:1][c:2]1[cH:3][cH:4][c:5]([OH:29])[c:6]2[c:11]1[CH:10]([NH:12][c:13]1[c:14]3[cH:15][n:16][nH:17][c:18]3[cH:19][cH:20][cH:21]1)[C:9]([OH:22])([C:23]([F:24])([F:25])[F:26])[CH2:8][C:7]2([CH3:27])[CH3:28]. The reactants are COC=1C=C(C=CC1OC)S(=O)(=O)N=C=O (3,4-dimethoxybenzenesulfonylisocyanate), NC1=C(C(=O)O)C=CC(=C1)Cl (2-amino-4-chlorobenzoic acid). Product: ClC1=CC=C2C(N(C(NC2=C1)=O)S(=O)(=O)C1=CC(=C(C=C1)OC)OC)=O (7-chloro-3-(3,4-dimethoxybenzenesulfonyl)-2,4(1H,3H)-quinazolinedione). The yield is 35.0%. As a reaction SMILES: [CH3:1][O:2][C:3]1[CH:4]=[C:5]([S:11]([N:14]=[C:15]=[O:16])(=[O:13])=[O:12])[CH:6]=[CH:7][C:8]=1[O:9][CH3:10].[NH2:17][C:18]1[CH:26]=[C:25]([Cl:27])[CH:24]=[CH:23][C:19]=1[C:20]([OH:22])=O>>[Cl:27][C:25]1[CH:26]=[C:18]2[C:19]([C:20](=[O:22])[N:14]([S:11]([C:5]3[CH:6]=[CH:7][C:8]([O:9][CH3:10])=[C:3]([O:2][CH3:1])[CH:4]=3)(=[O:13])=[O:12])[C:15](=[O:16])[NH:17]2)=[CH:23][CH:24]=1. Procedure details: 897 mg (3.69 mmol) of 3,4-dimethoxybenzenesulfonylisocyanate and 633 mg (3.69 mmol) of 2-amino-4-chlorobenzoic acid were treated in the same way as in Example 1 to obtain 512 mg of the above-identified compound (yield 35.0%). Properties: colorless crystal, Melting point: >250° C., PMR (δppm, DMSO-d6): 3.85 (3H,s), 3.88 (3H,s), 7.12 (1H,s), 7.22 (2H,d), 7.67 (1H,s), 7.77 (1H,d), 7.86 (1H,d), 11.63 (1H,br). Reactants: C(=CCCCCCCCC)C1C(=O)OC(C1)=O (n-decenyl succinic anhydride), NCCOCCO (2-(2-aminoethoxy) ethanol). Product: C(CCCCCCC)C1C(=O)N(C(C1)=O)CCO (n-octyl-N-(2-hydroxyethyl)-succinimide). As a reaction SMILES: [CH:1]([CH:11]1[CH2:16][C:15](=[O:17])[O:14][C:12]1=O)=[CH:2][CH2:3][CH2:4][CH2:5][CH2:6][CH2:7][CH2:8]CC.[NH2:18][CH2:19][CH2:20][O:21]CCO>>[CH2:1]([CH:11]1[CH2:16][C:15](=[O:17])[N:18]([CH2:19][CH2:20][OH:21])[C:12]1=[O:14])[CH2:2][CH2:3][CH2:4][CH2:5][CH2:6][CH2:7][CH3:8]. Reported procedure: Preparation of n-C10 (N-CH2CH2OCH2CH2OH)--In a similar preparation, n-decenyl succinic anhydride (10.5 g; 0.1 mole) is reacted with 2-(2-aminoethoxy) ethanol (23.8 g; 0.1 mole) to provide the title compound. GC analysis indicates the reaction to be about 85% complete after 120 minutes in a 150° C. heating bath.